This data is from the Open Reaction Database (ORD), a public repository of structured organic reaction records. The task is: describe an organic reaction: reactants, conditions, products, and yield The reactants are CCO, CN(C(=O)c1ccc([N+](=O)[O-])cc1)c1ccccc1OCCCN1C(=O)c2ccccc2C1=O, NN, O. Product: CN(C(=O)c1ccc([N+](=O)[O-])cc1)c1ccccc1OCCCN. RXN SMILES: [CH3:38][CH2:39][OH:40].[N+:1](=[O:2])([O-:3])[c:4]1[cH:5][cH:6][c:7]([C:8](=[O:9])[N:10]([c:11]2[c:12]([O:17][CH2:18][CH2:19][CH2:20][N:21]3[C:22](=[O:23])[c:24]4[cH:25][cH:26][cH:27][cH:28][c:29]4[C:30]3=[O:31])[cH:13][cH:14][cH:15][cH:16]2)[CH3:32])[cH:33][cH:34]1.[NH2:36][NH2:37].[OH2:35]>>[N+:1](=[O:2])([O-:3])[c:4]1[cH:5][cH:6][c:7]([C:8](=[O:9])[N:10]([c:11]2[c:12]([O:17][CH2:18][CH2:19][CH2:20][NH2:21])[cH:13][cH:14][cH:15][cH:16]2)[CH3:32])[cH:33][cH:34]1. The reactants are BrCc1ccc(-c2ccccc2I)cc1, CCCCN, C1CCOC1. Product: CCCCNCc1ccc(-c2ccccc2I)cc1. RXN SMILES: [Br:1][CH2:2][c:3]1[cH:4][cH:5][c:6](-[c:9]2[c:10]([I:15])[cH:11][cH:12][cH:13][cH:14]2)[cH:7][cH:8]1.[CH2:16]([CH2:17][CH2:18][CH3:19])[NH2:20].[O:21]1[CH2:22][CH2:23][CH2:24][CH2:25]1>>[CH2:2]([c:3]1[cH:4][cH:5][c:6](-[c:9]2[c:10]([I:15])[cH:11][cH:12][cH:13][cH:14]2)[cH:7][cH:8]1)[NH:20][CH2:16][CH2:17][CH2:18][CH3:19]. Reactants: D4, FC=1C=C(C=O)C=CC1F (3,4-difluorobenzaldehyde), FC=1C=C(C#N)C=C(C1)O (3-fluoro-5-hydroxybenzonitrile). The product is FC=1C=C(C#N)C=C(C1)OC1=C(C=C(C=C1)C=O)F (3-Fluoro-5-(2-fluoro-4-formyl-phenoxy)-benzonitrile). As a reaction SMILES: [F:1][C:2]1[CH:3]=[C:4]([CH:7]=[CH:8][C:9]=1F)[CH:5]=[O:6].[F:11][C:12]1[CH:13]=[C:14]([CH:17]=[C:18]([OH:20])[CH:19]=1)[C:15]#[N:16]>>[F:11][C:12]1[CH:13]=[C:14]([CH:17]=[C:18]([O:20][C:9]2[CH:8]=[CH:7][C:4]([CH:5]=[O:6])=[CH:3][C:2]=2[F:1])[CH:19]=1)[C:15]#[N:16]. Procedure details: The title compound was prepared by a procedure similar to that described for D4 starting from 3,4-difluorobenzaldehyde and 3-fluoro-5-hydroxybenzonitrile. The reactants are Cl (hydrochloric acid), ON=C/C(=C/[C@H]1C([C@@H]1C(=O)OC(C)(C)C)(C)C)/C (t-butyl (1R)-trans-3-[(E)-3-hydroxyimino-2-methyl-1-propenyl]-2,2-dimethylcyclopropanecarboxylate), ClCC#C (3-chloropropyne), [H-].[Na+] (sodium hydride). Solvent: CN(C)C=O (DMF). Run at time 8 hour. Yields the product CC1([C@@H]([C@H]1\C=C(\C=NOCC#C)/C)C(=O)OC(C)(C)C)C (t-butyl (1R)-trans-2,2-dimethyl-3-[(E)-2-methyl-3-(2-propynyloxyimino)-1-propenyl]cyclopropanecarboxylate). Yield: 69.0%. As a reaction SMILES: [OH:1][N:2]=[CH:3]/[C:4](/[CH3:18])=[CH:5]/[C@@H:6]1[C@@H:8]([C:9]([O:11][C:12]([CH3:15])([CH3:14])[CH3:13])=[O:10])[C:7]1([CH3:17])[CH3:16].Cl[CH2:20][C:21]#[CH:22].[H-].[Na+].Cl>CN(C=O)C>[CH3:16][C:7]1([CH3:17])[C@H:6](/[CH:5]=[C:4](\[CH3:18])/[CH:3]=[N:2][O:1][CH2:22][C:21]#[CH:20])[C@H:8]1[C:9]([O:11][C:12]([CH3:15])([CH3:14])[CH3:13])=[O:10] |f:2.3|. Procedure details: Under nitrogen atmosphere, to a mixture of 0.58 g of t-butyl (1R)-trans-3-[(E)-3-hydroxyimino-2-methyl-1-propenyl]-2,2-dimethylcyclopropanecarboxylate, 0.75 g of 3-chloropropyne and 10 ml of anhydrous DMF was added 88 mg of sodium hydride (60% dispersion in mineral oil), and the mixture was stirred at room temperature overnight. Then, 1 mol/L hydrochloric acid was added to the reaction mixture, and the mixture was extracted with ethyl acetate. The organic layer was washed with saturated brine, d... Reactants: C(C)(=O)O[C@H]1C=C(C(C1)=O)CC1=CC(=CC=C1)OC ((R)-3-(3-Methoxybenzyl)-4-oxocyclopent-2-enyl acetate), Cl (HCl). Conditions: time 8 hour. Procedure: (R)-3-(3-Methoxybenzyl)-4-oxocyclopent-2-enyl acetate (0.1 g, 0.38 mmol) was dissolved in THF (1 ml), 3N HCl (5 ml) was added to the solution, and the mixture was stirred at room temperature overnight. The reaction was quenched with saturated NaHCO3 to pH=6.9 and extracted with EtOAc and the organic layer was washed with brine, dried over MgSO4, and evaporated. The resulting residue was purified by chromatography on a silica gel column using hexane-EtOAc as eluent to give the (R)-4-hydroxy-2-(3-... The solvent is C1CCOC1 (THF). RXN SMILES: C([O:4][C@@H:5]1[CH2:9][C:8](=[O:10])[C:7]([CH2:11][C:12]2[CH:17]=[CH:16][CH:15]=[C:14]([O:18][CH3:19])[CH:13]=2)=[CH:6]1)(=O)C.Cl>C1COCC1>[OH:4][C@@H:5]1[CH2:9][C:8](=[O:10])[C:7]([CH2:11][C:12]2[CH:17]=[CH:16][CH:15]=[C:14]([O:18][CH3:19])[CH:13]=2)=[CH:6]1. Yields the product O[C@H]1C=C(C(C1)=O)CC1=CC(=CC=C1)OC ((R)-4-hydroxy-2-(3-methoxybenzyl)cyclopent-2-enone). Isolated yield 85.0%. Product: NC=1N(C2=CC=CC=C2C1C(=O)N)CC (2-Amino-1-ethylindole-3-carboxamide). Reported procedure: A solution of 2-aminoindole-3-carboxamide (Reference compound 18-1, 0.40 g, 2.3 mmol) in anhydrous N,N-dimethylformamide (2 mL) and a solution of iodoethane (0.20 mL, 2.5 mmol) in anhydrous N,N-dimethylformamide (2 mL) were successively added to a suspension of sodium hydride (purity 60%, 0.10 g, 2.5 mmol) in anhydrous N,N-dimethylformamide (10 mL) under ice-cooling. The mixture was stirred at room temperature for 1 hour. The reaction mixture was poured into ice-water (30 mL), and the whole was ... Run in CN(C=O)C (N,N-dimethylformamide), CN(C=O)C (N,N-dimethylformamide), CN(C=O)C (N,N-dimethylformamide). Run at time 1 hour. As a reaction SMILES: [NH2:1][C:2]1[NH:3][C:4]2[C:9]([C:10]=1[C:11]([NH2:13])=[O:12])=[CH:8][CH:7]=[CH:6][CH:5]=2.I[CH2:15][CH3:16].[H-].[Na+]>CN(C)C=O>[NH2:1][C:2]1[N:3]([CH2:15][CH3:16])[C:4]2[C:9]([C:10]=1[C:11]([NH2:13])=[O:12])=[CH:8][CH:7]=[CH:6][CH:5]=2 |f:2.3|. Reactants: NC=1NC2=CC=CC=C2C1C(=O)N (2-aminoindole-3-carboxamide), NC=1NC2=CC=CC=C2C1C(=O)N (2-aminoindole-3-carboxamide), ICC (iodoethane), [H-].[Na+] (sodium hydride), ice water. Yield: 47.1%.